This data is from the Open Reaction Database (ORD), a public repository of structured organic reaction records. The task is: describe an organic reaction: reactants, conditions, products, and yield The reactants are [OH-].[Na+] (Sodium hydroxide), OCCCCCCCCN1C(SCC1=O)CCCC1=CC=C(C(=O)OCC)C=C1 (ethyl 4-{3-[3-(hydroxyoctyl)-4-oxo-2-thiazolidinyl]propyl}benzoate), C(Cl)(Cl)Cl (chloroform). The solvent is CO (methanol), O (water). Run at temperature 0 celsius, time 3 hour. The product is OC(CCN1C(SCC1=O)CCCC1=CC=C(C(=O)O)C=C1)CCCCC (4-{3-[3-(3-Hydroxyoctyl)-4-oxo-2-thiazolidinyl]propyl}benzoic Acid), [Na+].[Cl-] (NaCl). As a reaction SMILES: [OH-:1].[Na+:2].O[CH2:4][CH2:5][CH2:6][CH2:7][CH2:8][CH2:9][CH2:10][CH2:11][N:12]1[C:16](=[O:17])[CH2:15][S:14][CH:13]1[CH2:18][CH2:19][CH2:20][C:21]1[CH:31]=[CH:30][C:24]([C:25]([O:27]CC)=[O:26])=[CH:23][CH:22]=1.C(Cl)(Cl)[Cl:33]>CO.O>[OH:1][CH:9]([CH2:8][CH2:7][CH2:6][CH2:5][CH3:4])[CH2:10][CH2:11][N:12]1[C:16](=[O:17])[CH2:15][S:14][CH:13]1[CH2:18][CH2:19][CH2:20][C:21]1[CH:31]=[CH:30][C:24]([C:25]([OH:27])=[O:26])=[CH:23][CH:22]=1.[Na+:2].[Cl-:33] |f:0.1,7.8|. Reported procedure: Sodium hydroxide solution (5 N, 2.5 ml., 12.5 mmol.) is added dropwise to a stirred mixture of ethyl 4-{3-[3-(hydroxyoctyl)-4-oxo-2-thiazolidinyl]propyl}benzoate (2.80 g., 6.64 mmol.) in aqueous methanol (25 ml. methanol plus 5 ml. water) maintained at 0° C. The resulting mixture is allowed to warm to room temperature and stirred for 3 hours. Then, the reaction mixture is diluted with water, and extracted with ether. The aqueous phase is separated, acidified with 2 N hydrochloric acid (10 ml.), ... The reactants are Cl.COC(=O)CCNC(C1=CC(=C(C=C1)NCCCN1CCSCC1)N)=O (3-amino-4-(3-thiomorpholino-propylamino)-benzoic acid-[N-(2-methoxycarbonyl-ethyl)-amide]-hydrochloride), C(C)(=O)OCC.C(C)O (ethyl acetate ethanol). Yields the product COC(=O)C1CN(CCC1)C(C1=CC(=C(C=C1)NC)N)=O (3-amino-4-methylamino-benzoic acid-(3-methoxycarbonyl-piperidide)). As a reaction SMILES: Cl.[CH3:2][O:3][C:4]([CH2:6][CH2:7][NH:8][C:9](=[O:27])[C:10]1[CH:15]=[CH:14][C:13]([NH:16][CH2:17]CCN2CCSCC2)=[C:12]([NH2:26])[CH:11]=1)=[O:5].C(O[CH2:32][CH3:33])(=O)C.[CH2:34](O)C>>[CH3:2][O:3][C:4]([CH:6]1[CH2:33][CH2:32][CH2:34][N:8]([C:9](=[O:27])[C:10]2[CH:15]=[CH:14][C:13]([NH:16][CH3:17])=[C:12]([NH2:26])[CH:11]=2)[CH2:7]1)=[O:5] |f:0.1,2.3|. Procedure details: The same procedure is used as in (2). Rf value: 0.48 (silica gel; ethyl acetate/ethanol=7:3)